From a dataset of the Open Reaction Database (ORD), a public repository of structured organic reaction records. describe an organic reaction: reactants, conditions, products, and yield The reactants are CCC(CC)(c1ccc(C#CC2(O[Si](C)(C)C)CCSCC2)c(C)c1)c1ccc(-c2ccc(CC(=O)OC)cc2)c(C)c1, CCCC[N+](CCCC)(CCCC)CCCC, [F-], C1CCOC1, O. Product: CCC(CC)(c1ccc(C#CC2(O)CCSCC2)c(C)c1)c1ccc(-c2ccc(CC(=O)OC)cc2)c(C)c1. As a reaction SMILES: [CH3:19][O:20][C:21]([CH2:22][c:23]1[cH:24][cH:25][c:26](-[c:29]2[c:30]([CH3:60])[cH:31][c:32]([C:35]([CH2:36][CH3:37])([c:38]3[cH:39][c:40]([CH3:57])[c:41]([C:44]#[C:45][C:46]4([O:52][Si:53]([CH3:54])([CH3:55])[CH3:56])[CH2:47][CH2:48][S:49][CH2:50][CH2:51]4)[cH:42][cH:43]3)[CH2:58][CH3:59])[cH:33][cH:34]2)[cH:27][cH:28]1)=[O:61].[CH3:2][CH2:3][CH2:4][CH2:5][N+:6]([CH2:7][CH2:8][CH2:9][CH3:10])([CH2:11][CH2:12][CH2:13][CH3:14])[CH2:15][CH2:16][CH2:17][CH3:18].[F-:1].[O:63]1[CH2:64][CH2:65][CH2:66][CH2:67]1.[OH2:62]>>[CH3:19][O:20][C:21]([CH2:22][c:23]1[cH:24][cH:25][c:26](-[c:29]2[c:30]([CH3:60])[cH:31][c:32]([C:35]([CH2:36][CH3:37])([c:38]3[cH:39][c:40]([CH3:57])[c:41]([C:44]#[C:45][C:46]4([OH:52])[CH2:47][CH2:48][S:49][CH2:50][CH2:51]4)[cH:42][cH:43]3)[CH2:58][CH3:59])[cH:33][cH:34]2)[cH:27][cH:28]1)=[O:61].